From a dataset of the Open Reaction Database (ORD), a public repository of structured organic reaction records. describe an organic reaction: reactants, conditions, products, and yield The reactants are C(OC)(OC)OC (Trimethyl orthoformate), 50W, OC1=C(C=O)C=C(C=C1)[N+](=O)[O-] (2-Hydroxy-5-nitrobenzaldehyde). Run in CO (methanol). Conditions: time 30 minute. The product is OC1=C(C=C(C=C1)[N+](=O)[O-])C(OC)OC (1-Hydroxy-2-dimethoxymethyl-4-nitrobenzene). Reaction SMILES: [OH:1][C:2]1[CH:9]=[CH:8][C:7]([N+:10]([O-:12])=[O:11])=[CH:6][C:3]=1C=O.[CH:13]([O:18][CH3:19])([O:16][CH3:17])OC>CO>[OH:1][C:2]1[CH:9]=[CH:8][C:7]([N+:10]([O-:12])=[O:11])=[CH:6][C:3]=1[CH:13]([O:16][CH3:17])[O:18][CH3:19]. Procedure: 2-Hydroxy-5-nitrobenzaldehyde (3.34 g) was dissolved in methanol (30 ml). Trimethyl orthoformate (20 ml) and then Dowex 50W×8 (H+ form)(generally 2 ml) were added to this solution. The mixture was stirred for 30 min. at room temperature. The resin was removed from the reaction mixture by passing the mixture through an alumina. The filtrate was evaporated to give the title compound (4.0 g) having the following physical data. Conditions: temperature 60 celsius, time 4 hour. Reported procedure: To a solution of trans-ethyl-2-[7-(5-{3-chloro-4-[(1-methylethyl)oxy]phenyl}-1,2,4-oxadiazol-3-yl)-1-methyl-1H-indol-3-yl]cyclopropanecarboxylate (D64) (20 mg) in THF (5 mL) was added aqueous NaOH (2 M, 1 mL). The reaction was stirred at 60° C. for 4 h. The mixture was cooled to room temperature and acidified with aqueous HCl (2 M) to pH 4-5, partitioned between ethyl acetate (25 mL) and water (25 mL). The organic phase was washed with water (25 mL) and brine (25 mL), dried over anhydrous sodium... RXN SMILES: C([O:3][C:4]([C@@H:6]1[CH2:8][C@H:7]1[C:9]1[C:17]2[C:12](=[C:13]([C:18]3[N:22]=[C:21]([C:23]4[CH:28]=[CH:27][C:26]([O:29][CH:30]([CH3:32])[CH3:31])=[C:25]([Cl:33])[CH:24]=4)[O:20][N:19]=3)[CH:14]=[CH:15][CH:16]=2)[N:11]([CH3:34])[CH:10]=1)=[O:5])C.[OH-].[Na+].Cl>C1COCC1>[Cl:33][C:25]1[CH:24]=[C:23]([C:21]2[O:20][N:19]=[C:18]([C:13]3[CH:14]=[CH:15][CH:16]=[C:17]4[C:12]=3[N:11]([CH3:34])[CH:10]=[C:9]4[C@@H:7]3[CH2:8][C@H:6]3[C:4]([OH:5])=[O:3])[N:22]=2)[CH:28]=[CH:27][C:26]=1[O:29][CH:30]([CH3:31])[CH3:32] |f:1.2|. Starting materials: C(C)OC(=O)[C@H]1[C@@H](C1)C1=CN(C2=C(C=CC=C12)C1=NOC(=N1)C1=CC(=C(C=C1)OC(C)C)Cl)C (trans-ethyl-2-[7-(5-{3-chloro-4-[(1-methylethyl)oxy]phenyl}-1,2,4-oxadiazol-3-yl)-1-methyl-1H-indol-3-yl]cyclopropanecarboxylate), [OH-].[Na+] (NaOH), Cl (HCl). Solvent: C1CCOC1 (THF). Yields the product ClC=1C=C(C=CC1OC(C)C)C1=NC(=NO1)C=1C=CC=C2C(=CN(C12)C)[C@H]1[C@@H](C1)C(=O)O (trans-2-[7-(5-{3-chloro-4-[(1-methylethyl)oxy]phenyl}-1,2,4-oxadiazol-3-yl)-1-methyl-1H-indol-3-yl]cyclopropanecarboxylic acid). Isolated yield 21.2%. Starting materials: ClCC(=O)N(C)OC (2-chloro-N-methoxy-N-methylacetamide), BrC=1C2=C(SC1)C=CC=C2C (3-bromo-4-methylbenzo[b]thiophene), C(CCC)[Li] (n-butyllithium). Run in O1CCCC1 (tetrahydrofuran), O1CCCC1 (tetrahydrofuran), CCOCC (ether). Reaction conditions: temperature -70 celsius, time 30 minute. The product is ClCC(=O)C1=CC2=C(S1)C=CC=C2C (2-chloro-1-(4-methylbenzo[b]thiophen-2-yl]ethan-1-one). Yield: 97.1%. Reaction SMILES: Br[C:2]1[C:3]2[C:10]([CH3:11])=[CH:9][CH:8]=[CH:7][C:4]=2[S:5][CH:6]=1.C([Li])CCC.[Cl:17][CH2:18][C:19](N(OC)C)=[O:20]>O1CCCC1.CCOCC>[Cl:17][CH2:18][C:19]([C:6]1[S:5][C:4]2[CH:7]=[CH:8][CH:9]=[C:10]([CH3:11])[C:3]=2[CH:2]=1)=[O:20]. Reported procedure: A solution of 3-bromo-4-methylbenzo[b]thiophene (2 g) in tetrahydrofuran (10 ml) was added dropwise under nitrogen at −70° C. over 10 minutes to a stirred solution of n-butyllithium (2.5M solution in hexanes; 4.58 ml) in ether (30 ml), then the mixture was stirred at −70° C. for 30 minutes. A solution of 2-chloro-N-methoxy-N-methylacetamide (1.04 g) in tetrahydrofuran (10 ml) was added dropwise at −70° C. over 10 minutes, then the mixture was stirred at −70° C. for 5 hours, allowed to stand at a... Reactants: CON(C(C1=NC(=CC=C1)C1=CC=CC=C1)=O)C (N-Methoxy-N-methyl-6-phenylpicolinamide), COC=1C=C(C=C(C1OC)OC)[Mg]Br (3,4,5-trimethoxyphenylmagnesiumbromide). Run in C1CCOC1 (THF), C1CCOC1 (THF). Run at time 30 minute. Yields the product C1(=CC=CC=C1)C1=CC=CC(=N1)C(=O)C1=CC(=C(C(=C1)OC)OC)OC ((6-Phenylpyridin-2-yl)(3,4,5-trimethoxyphenyl)methanone), crystals. Isolated yield 78.0%. Reaction SMILES: CON(C)[C:4](=[O:17])[C:5]1[CH:10]=[CH:9][CH:8]=[C:7]([C:11]2[CH:16]=[CH:15][CH:14]=[CH:13][CH:12]=2)[N:6]=1.[CH3:19][O:20][C:21]1[CH:22]=[C:23]([Mg]Br)[CH:24]=[C:25]([O:29][CH3:30])[C:26]=1[O:27][CH3:28]>C1COCC1>[C:11]1([C:7]2[N:6]=[C:5]([C:4]([C:23]3[CH:24]=[C:25]([O:29][CH3:30])[C:26]([O:27][CH3:28])=[C:21]([O:20][CH3:19])[CH:22]=3)=[O:17])[CH:10]=[CH:9][CH:8]=2)[CH:12]=[CH:13][CH:14]=[CH:15][CH:16]=1. Procedure details: To a solution of 38c (0.210 g, 0.86 mmoL) in 5 mL THF was added a THF solution of 3,4,5-trimethoxyphenylmagnesiumbromide (0.5 N, 3.5 mL, 1.73 mmol) at 0° C. The mixture was allowed to stir for 30 min and quenched with water, extracted with ethyl acetate and dried with MgSO4. The solvent was removed under reduced pressure to yield a crude product, which was purified by column chromatography to obtain pure 1c as white needle crystals (78%). 1H NMR (CDCl3) δ 8.10 (d, br, 2H), 8.02-8.00 (m, 1H), 7.9...